From a dataset of the Open Reaction Database (ORD), a public repository of structured organic reaction records. describe an organic reaction: reactants, conditions, products, and yield Yields the product Cc1ccc(S(=O)(=O)n2cc(-c3csc(NC(=O)OC(C)(C)C)c3)c3cccnc32)cc1. Reaction SMILES: [Br:29][c:30]1[cH:31][c:32]([NH:35][C:36]([O:37][C:38]([CH3:39])([CH3:40])[CH3:41])=[O:42])[s:33][cH:34]1.[C:43](=[O:44])([O-:45])[O-:46].[CH3:1][C:2]1([CH3:3])[C:4]([CH3:5])([CH3:6])[O:7][B:8]([c:9]2[cH:10][n:11]([S:18](=[O:19])(=[O:20])[c:21]3[cH:22][cH:23][c:24]([CH3:25])[cH:26][cH:27]3)[c:12]3[n:13][cH:14][cH:15][cH:16][c:17]23)[O:28]1.[CH3:50][O:51][CH2:52][CH2:53][O:54][CH3:55].[CH3:56][CH2:57][O:58][C:59]([CH3:60])=[O:61].[K+:47].[K+:48].[OH2:49].[Pd:62].[c:101]1([P:102]([c:103]2[cH:104][cH:105][cH:106][cH:107][cH:108]2)[c:109]2[cH:110][cH:111][cH:112][cH:113][cH:114]2)[cH:115][cH:116][cH:117][cH:118][cH:119]1.[c:120]1([P:121]([c:122]2[cH:123][cH:124][cH:125][cH:126][cH:127]2)[c:128]2[cH:129][cH:130][cH:131][cH:132][cH:133]2)[cH:134][cH:135][cH:136][cH:137][cH:138]1.[c:63]1([P:64]([c:65]2[cH:66][cH:67][cH:68][cH:69][cH:70]2)[c:71]2[cH:72][cH:73][cH:74][cH:75][cH:76]2)[cH:77][cH:78][cH:79][cH:80][cH:81]1.[c:82]1([P:83]([c:84]2[cH:85][cH:86][cH:87][cH:88][cH:89]2)[c:90]2[cH:91][cH:92][cH:93][cH:94][cH:95]2)[cH:96][cH:97][cH:98][cH:99][cH:100]1>>[c:9]1(-[c:30]2[cH:31][c:32]([NH:35][C:36]([O:37][C:38]([CH3:39])([CH3:40])[CH3:41])=[O:42])[s:33][cH:34]2)[cH:10][n:11]([S:18](=[O:19])(=[O:20])[c:21]2[cH:22][cH:23][c:24]([CH3:25])[cH:26][cH:27]2)[c:12]2[n:13][cH:14][cH:15][cH:16][c:17]12. Reactants: CC(C)(C)OC(=O)Nc1cc(Br)cs1, O=C([O-])[O-], Cc1ccc(S(=O)(=O)n2cc(B3OC(C)(C)C(C)(C)O3)c3cccnc32)cc1, COCCOC, CCOC(C)=O, [K+], [K+], O, [Pd], c1ccc(P(c2ccccc2)c2ccccc2)cc1, c1ccc(P(c2ccccc2)c2ccccc2)cc1, c1ccc(P(c2ccccc2)c2ccccc2)cc1, c1ccc(P(c2ccccc2)c2ccccc2)cc1.